This data is from the Open Reaction Database (ORD), a public repository of structured organic reaction records. The task is: describe an organic reaction: reactants, conditions, products, and yield The reactants are C(#N)NC(SC)=N (N-cyano-S-methylisothiourea), ClC1=C(C=CC=C1)C1CCC(CC1)=O (4-(2-chlorophenyl)cyclohexanone), N1CCCC1 (pyrrolidine). Conditions: temperature 150 celsius. Yields the product NC1=NC(=NC=2CCC(CC12)C1=C(C=CC=C1)Cl)SC (4-amino-2-methylthio-6-(2-chlorophenyl)-5,6,7,8-tetrahydroquinazoline). RXN SMILES: [C:1]([NH:3][C:4](=[NH:7])[S:5][CH3:6])#[N:2].[Cl:8][C:9]1[CH:14]=[CH:13][CH:12]=[CH:11][C:10]=1[CH:15]1[CH2:20][CH2:19][C:18](=O)[CH2:17][CH2:16]1.N1CCCC1>>[NH2:2][C:1]1[C:17]2[CH2:16][CH:15]([C:10]3[CH:11]=[CH:12][CH:13]=[CH:14][C:9]=3[Cl:8])[CH2:20][CH2:19][C:18]=2[N:7]=[C:4]([S:5][CH3:6])[N:3]=1. Reported procedure: A suspension of 1.2 grams of (0.010 mole) of N-cyano-S-methylisothiourea [prepared in the manner disclosed by R. W. Turner; Synthesis, 332 (1975)], 2.1 grams (0.010 mole) of 4-(2-chlorophenyl)cyclohexanone and 0.4 gram (0.005 mole) of pyrrolidine is placed in a glass tube, which is then sealed. The sealed tube is heated at 150° C. for about seven hours. After this time, the sealed tube is cooled in an ice-bath and opened. The reaction mixture is concentrated under reduced pressure to a residue. ...